Dataset: the Open Reaction Database (ORD), a public repository of structured organic reaction records. Task: describe an organic reaction: reactants, conditions, products, and yield Yields the product C(C)(C)OC(=O)C1=CC=C(C=C1)N=C=O (4-isopropoxycarbonylphenyl isocyanate). The solvent is O1CCOCC1 (dioxane), O1CCOCC1 (dioxane). Procedure: A solution of 125.3 g of 4-isopropoxycarbonylaniline in 160 ml of dioxane was added dropwise within 30 minutes at 0°-10° C. to a solution of 100 ml of phosgene in 300 ml of dioxane while stirring. The reaction mixture was then stirred at 20° C. for 30 minutes and then heated to boiling; the solvent was distilled off and the residue was distilled under reduced pressure. The desired 4-isopropoxycarbonylphenyl isocyanate was obtained in a yield of 136.8 g; boiling point 87°-88° C./0.2 mm. As a reaction SMILES: [CH:1]([O:4][C:5]([C:7]1[CH:13]=[CH:12][C:10]([NH2:11])=[CH:9][CH:8]=1)=[O:6])([CH3:3])[CH3:2].[C:14](Cl)(Cl)=[O:15]>O1CCOCC1>[CH:1]([O:4][C:5]([C:7]1[CH:8]=[CH:9][C:10]([N:11]=[C:14]=[O:15])=[CH:12][CH:13]=1)=[O:6])([CH3:3])[CH3:2]. The reactants are C(C)(C)OC(=O)C1=CC=C(N)C=C1 (4-isopropoxycarbonylaniline), C(=O)(Cl)Cl (phosgene). RXN SMILES: [CH3:1][CH2:2][CH2:3][CH2:4][CH2:5][O:6][C:7]([CH3:9])=[O:8].[CH3:10][CH2:11][CH2:12][CH2:13][CH2:14][OH:15].O>O>[CH3:1][CH2:2][CH2:3][CH2:4][CH2:5][O:6][C:7]([CH3:9])=[O:8].[CH3:10][CH2:11][CH2:12][CH2:13][CH2:14][OH:15] |f:0.1.2|. The solvent is O (water). Yields the product CCCCCOC(=O)C (n-amyl acetate), CCCCCO (n-amyl alcohol). Reactants: CCCCCOC(=O)C.CCCCCO.O (n-amyl acetate n-amyl alcohol water). Reported procedure: One of the commercially important ways to manufacture n-amyl acetate is by the catalytic esterification of n-amyl alcohol with acetic acid. n-Amyl acetate (b.p.=148.4° C.), n-amyl alcohol (b.p.=138.1° C.) and water (b.p.=100° C.) form a minimum ternary azeotrope boiling at 94.8° C. and containing 10.5 weight percent n-amyl acetate, 33.3 wt. % n-amyl alcohol and 56.2 wt. % water. n-Amyl acetate forms a binary azeotrope with water boiling at 95.2° C. containing 59 wt. % n-amyl acetate. n-Amyl alco... Yields the product N[C@@H](CCC(=O)NN)C(=O)NN (L-Glutamic dihydrazide). Procedure: The L-Glutamic dihydrazide was prepared by the same procedure as in the synthesis of D-glutamic dihydrazide. Mp 149°-150° (dec); [α]D27 26.0 (c0.5, H2O). The reactants are N[C@H](CCC(=O)NN)C(=O)NN (D-glutamic dihydrazide). Reaction SMILES: [NH2:1][C@@H:2]([C:9]([NH:11][NH2:12])=[O:10])[CH2:3][CH2:4][C:5]([NH:7][NH2:8])=[O:6]>O>[NH2:1][C@H:2]([C:9]([NH:11][NH2:12])=[O:10])[CH2:3][CH2:4][C:5]([NH:7][NH2:8])=[O:6]. Run in O (H2O). Reactants: NC1C(N(C2=C(C(=N1)C1=CC=CC=C1)C=CC=C2)C)=O (3-amino-1,3-dihydro-1-methyl-5-phenyl-2H-1,4-benzodiazepin-2-one), FC=1C=C(CNC(C(C(=O)O)CC)=O)C=C(C1)F (N-(3,5-difluoro-benzyl)-2-ethyl-malonamic acid). Yields the product FC=1C=C(CNC(C(C(=O)NC2N=C(C3=C(N(C2=O)C)C=CC=C3)C3=CC=CC=C3)CC)=O)C=C(C1)F (N-(3,5-Difluoro-benzyl)-2-ethyl-N′-(1-methyl-2-oxo-5-phenyl-2,3-dihydro-1H-benzo[e][1,4]diazepin-3-yl)-malonamide). As a reaction SMILES: [NH2:1][CH:2]1[N:8]=[C:7]([C:9]2[CH:14]=[CH:13][CH:12]=[CH:11][CH:10]=2)[C:6]2[CH:15]=[CH:16][CH:17]=[CH:18][C:5]=2[N:4]([CH3:19])[C:3]1=[O:20].[F:21][C:22]1[CH:23]=[C:24]([CH:35]=[C:36]([F:38])[CH:37]=1)[CH2:25][NH:26][C:27](=[O:34])[CH:28]([CH2:32][CH3:33])[C:29](O)=[O:30]>>[F:21][C:22]1[CH:23]=[C:24]([CH:35]=[C:36]([F:38])[CH:37]=1)[CH2:25][NH:26][C:27](=[O:34])[CH:28]([CH2:32][CH3:33])[C:29]([NH:1][CH:2]1[C:3](=[O:20])[N:4]([CH3:19])[C:5]2[CH:18]=[CH:17][CH:16]=[CH:15][C:6]=2[C:7]([C:9]2[CH:14]=[CH:13][CH:12]=[CH:11][CH:10]=2)=[N:8]1)=[O:30]. Reported procedure: The title compound, MS: m/e=505.3 (M+H+), was prepared in analogy to example 16 from 3-amino-1,3-dihydro-1-methyl-5-phenyl-2H-1,4-benzodiazepin-2-one and N-(3,5-difluoro-benzyl)-2-ethyl-malonamic acid. Starting materials: O=C([O-])[O-], COc1cc2c(Cl)ncnc2cc1OCc1ccccc1, Cc1[nH]c2ccc(O)cc2c1C, [K+], [K+], CN(C)C=O. Product: COc1cc2c(Oc3ccc4[nH]c(C)c(C)c4c3)ncnc2cc1OCc1ccccc1. Reaction SMILES: [C:22](=[O:23])([O-:24])[O-:25].[CH2:1]([c:2]1[cH:3][cH:4][cH:5][cH:6][cH:7]1)[O:8][c:9]1[c:10]([O:20][CH3:21])[cH:11][c:12]2[c:13]([Cl:19])[n:14][cH:15][n:16][c:17]2[cH:18]1.[CH3:28][c:29]1[nH:30][c:31]2[cH:32][cH:33][c:34]([OH:39])[cH:35][c:36]2[c:37]1[CH3:38].[K+:26].[K+:27].[O:40]=[CH:41][N:42]([CH3:43])[CH3:44]>>[CH2:1]([c:2]1[cH:3][cH:4][cH:5][cH:6][cH:7]1)[O:8][c:9]1[c:10]([O:20][CH3:21])[cH:11][c:12]2[c:13]([O:39][c:34]3[cH:33][cH:32][c:31]4[nH:30][c:29]([CH3:28])[c:37]([CH3:38])[c:36]4[cH:35]3)[n:14][cH:15][n:16][c:17]2[cH:18]1.